Dataset: the Open Reaction Database (ORD), a public repository of structured organic reaction records. Task: describe an organic reaction: reactants, conditions, products, and yield The reactants are O (Water), C[O-].[Na+] (sodium methoxide), methanolic solution, C(C)C1=C(C(=CC=C1)C(CC)OC(CC1C2=CC=CC=C2OC=2C=CC=CC12)=O)NC(CC1C2=CC=CC=C2OC=2C=CC=CC12)=O (N-(2-ethyl-6-{1-[2-(9H-xanthen-9-yl)acetoxy]propyl}phenyl)-2-(9H-xanthen-9-yl)acetamide). Solvent: C(C)OCC (diethyl ether). Reaction conditions: temperature 600 celsius, time 4 hour. Product: C(C)C1=C(C(=CC=C1)C(CC)O)NC(CC1C2=CC=CC=C2OC=2C=CC=CC12)=O (N-[2-Ethyl-6-(1-hydroxypropyl)phenyl]-2-(9H-xanthen-9-yl)acetamide). As a reaction SMILES: C[O-].[Na+].[CH2:4]([C:6]1[CH:11]=[CH:10][CH:9]=[C:8]([CH:12]([O:15]C(=O)CC2C3C=CC=CC=3OC3C2=CC=CC=3)[CH2:13][CH3:14])[C:7]=1[NH:33][C:34](=[O:50])[CH2:35][CH:36]1[C:49]2[CH:48]=[CH:47][CH:46]=[CH:45][C:44]=2[O:43][C:42]2[C:37]1=[CH:38][CH:39]=[CH:40][CH:41]=2)[CH3:5].O>C(OCC)C>[CH2:4]([C:6]1[CH:11]=[CH:10][CH:9]=[C:8]([CH:12]([OH:15])[CH2:13][CH3:14])[C:7]=1[NH:33][C:34](=[O:50])[CH2:35][CH:36]1[C:37]2[CH:38]=[CH:39][CH:40]=[CH:41][C:42]=2[O:43][C:44]2[C:49]1=[CH:48][CH:47]=[CH:46][CH:45]=2)[CH3:5] |f:0.1|. Procedure: 9.6 mg (0.18 mmol) of sodium methoxide were added to 3 ml of a methanolic solution containing 37 mg (0.060 mmol) of N-(2-ethyl-6-{1-[2-(9H-xanthen-9-yl)acetoxy]propyl}phenyl)-2-(9H-xanthen-9-yl)acetamide (prepared as described in Preparation 55). The mixture was then stirred for 4 hours at 600° C. At the end of this time, the reaction solution was diluted with diethyl ether. Water was then added to the reaction mixture, and the title compound was distributed between the organic solvent and the w... Reactants: C(C)(C)(C)OC(NC1CCCC2=CC(=CC=C12)C(C)O)=O ([6-(1-hydroxy-ethyl)-1,2,3,4-tetrahydro-naphthalen-1-yl]-carbamic acid tert-butyl ester). Reagents/catalysts: O=[Mn]=O (MnO2). Run in C(Cl)Cl (CH2Cl2). Run at time 8 hour. Yields the product C(C)(C)(C)OC(NC1CCCC2=CC(=CC=C12)C(C)=O)=O ((6-acetyl-1,2,3,4-tetrahydro-naphthalen-1-yl)-carbamic acid tert-butyl Ester). Reaction SMILES: [C:1]([O:5][C:6](=[O:21])[NH:7][CH:8]1[C:17]2[C:12](=[CH:13][C:14]([CH:18]([OH:20])[CH3:19])=[CH:15][CH:16]=2)[CH2:11][CH2:10][CH2:9]1)([CH3:4])([CH3:3])[CH3:2]>C(Cl)Cl.O=[Mn]=O>[C:1]([O:5][C:6](=[O:21])[NH:7][CH:8]1[C:17]2[C:12](=[CH:13][C:14]([C:18](=[O:20])[CH3:19])=[CH:15][CH:16]=2)[CH2:11][CH2:10][CH2:9]1)([CH3:4])([CH3:2])[CH3:3]. Procedure details: A mixture of [6-(1-hydroxy-ethyl)-1,2,3,4-tetrahydro-naphthalen-1-yl]-carbamic acid tert-butyl ester (2.63 g, 9.04 mmol, 1.0 eq) and MnO2 (Aldrich, 10.2 g, 117.5 mmol, 13 eq) in CH2Cl2 (100 mL) was stirred at RT overnight. The mixture was passed through a pad of Celite® and the pad was washed with CH2Cl2 (100 mL×2). The concentration of the filtrate afforded the title compound as a white sticky semi-solid. MS (ESI, pos. ion) m/z: 290 (M+1). The reactants are [Li]C, [Cl-], [I-], [NH4+], CC(=O)C1CCC2C3CCC4CC5OC5CC4(C)C3C(=O)CC12C. The product is CC(=O)C1CCC2C3CCC4CC(O)C(C)CC4(C)C3C(=O)CC12C. As a reaction SMILES: [CH3:1][Li:2].[Cl-:28].[I-:3].[NH4+:29].[O:4]1[CH:5]2[CH:6]1[CH2:7][CH:8]1[CH2:9][CH2:10][CH:11]3[CH:12]4[CH2:13][CH2:14][CH:15]([C:16]([CH3:17])=[O:18])[C:19]4([CH3:27])[CH2:20][C:21](=[O:26])[CH:22]3[C:23]1([CH3:25])[CH2:24]2>>[CH3:1][CH:5]1[CH:6]([OH:4])[CH2:7][CH:8]2[CH2:9][CH2:10][CH:11]3[CH:12]4[CH2:13][CH2:14][CH:15]([C:16]([CH3:17])=[O:18])[C:19]4([CH3:27])[CH2:20][C:21](=[O:26])[CH:22]3[C:23]2([CH3:25])[CH2:24]1.